describe an organic reaction: reactants, conditions, products, and yield From a dataset of the Open Reaction Database (ORD), a public repository of structured organic reaction records. Reactants: [OH-].[Na+] (Sodium hydroxide), C(C)(=O)OCCCCCCCCCCC(=O)C1=C(C=C(C(=C1O)OC)OC)C (6-(11-acetoxy-1-oxoundecyl)-2,3-dimethoxy-5-methylphenol). The solvent is CO (methanol). Run at time 2 hour. The product is OCCCCCCCCCCC(=O)C1=C(C=C(C(=C1O)OC)OC)C (6-(11-hydroxy-1-oxoundecyl)-2,3-dimethoxy-5-methylphenol). Yield: 98.8%. Reaction SMILES: [OH-].[Na+].C([O:6][CH2:7][CH2:8][CH2:9][CH2:10][CH2:11][CH2:12][CH2:13][CH2:14][CH2:15][CH2:16][C:17]([C:19]1[C:24]([OH:25])=[C:23]([O:26][CH3:27])[C:22]([O:28][CH3:29])=[CH:21][C:20]=1[CH3:30])=[O:18])(=O)C>CO>[OH:6][CH2:7][CH2:8][CH2:9][CH2:10][CH2:11][CH2:12][CH2:13][CH2:14][CH2:15][CH2:16][C:17]([C:19]1[C:24]([OH:25])=[C:23]([O:26][CH3:27])[C:22]([O:28][CH3:29])=[CH:21][C:20]=1[CH3:30])=[O:18] |f:0.1|. Procedure: Sodium hydroxide (7 g) is added to a solution of 6-(11-acetoxy-1-oxoundecyl)-2,3-dimethoxy-5-methylphenol (34 g) in methanol (300 ml) and the mixture is stirred at room temperature for 2 hours. To the reaction mixture is neutralized with 5N--HCl and the solvent is distilled off, whereupon crude crystals are obtained. These crystals are rinsed with water and recrystallized from ether-hexane (1:1). The above procedure yields colorless needles of 6-(11-hydroxy-1-oxoundecyl)-2,3-dimethoxy-5-methylph... Reactants: FC(F)(F)c1cc(C#CCBr)cc(C(F)(F)F)c1, Fc1cc(F)cc(C#CCBr)c1, O=C1NC(=O)C(S(=O)(=O)c2ccccn2)S1. The product is O=C1NC(=O)C(CC#Cc2cc(C(F)(F)F)cc(C(F)(F)F)c2)(S(=O)(=O)c2ccccn2)S1. RXN SMILES: [F:17][C:18]([c:19]1[cH:20][c:21]([C:29]#[C:30][CH2:31][Br:32])[cH:22][c:23]([C:25]([F:26])([F:27])[F:28])[cH:24]1)([F:33])[F:34].[F:35][c:36]1[cH:37][c:38]([C:39]#[C:40][CH2:41][Br:42])[cH:43][c:44]([F:45])[cH:46]1.[n:1]1[c:2]([S:7](=[O:8])(=[O:9])[CH:10]2[C:11](=[O:16])[NH:12][C:13](=[O:15])[S:14]2)[cH:3][cH:4][cH:5][cH:6]1>>[n:1]1[c:2]([S:7](=[O:8])(=[O:9])[C:10]2([CH2:31][C:30]#[C:29][c:21]3[cH:20][c:19]([C:18]([F:17])([F:33])[F:34])[cH:24][c:23]([C:25]([F:26])([F:27])[F:28])[cH:22]3)[C:11](=[O:16])[NH:12][C:13](=[O:15])[S:14]2)[cH:3][cH:4][cH:5][cH:6]1. As a reaction SMILES: [NH2:1][C:2]1[CH:19]=[CH:18][C:17]([N+:20]([O-:22])=[O:21])=[CH:16][C:3]=1[C:4]([NH:6][C:7]1[CH:12]=[CH:11][C:10]([O:13][CH3:14])=[CH:9][C:8]=1[CH3:15])=[O:5].[F:23][CH2:24][C:25](Cl)=[O:26]>N1C=CC=CC=1>[F:23][CH2:24][C:25]([NH:1][C:2]1[CH:19]=[CH:18][C:17]([N+:20]([O-:22])=[O:21])=[CH:16][C:3]=1[C:4]([NH:6][C:7]1[CH:12]=[CH:11][C:10]([O:13][CH3:14])=[CH:9][C:8]=1[CH3:15])=[O:5])=[O:26]. Run in N1=CC=CC=C1 (pyridine). Procedure details: 4.8 g of N-(2-amino-5-nitrobenzoyl)-2-methyl-4-methoxyaniline, 1.9 g of pyridine and 2.32 g of fluoroacetyl chloride are treated in the same manner as described in Example 1-(1), whereby 5.0 g of N-(2-fluoroacetamido-5-nitrobenzoyl)-2-methyl-4-methoxyaniline are obtained as colorless needles. Product: FCC(=O)NC1=C(C(=O)NC2=C(C=C(C=C2)OC)C)C=C(C=C1)[N+](=O)[O-] (N-(2-fluoroacetamido-5-nitrobenzoyl)-2-methyl-4-methoxyaniline). Reactants: NC1=C(C(=O)NC2=C(C=C(C=C2)OC)C)C=C(C=C1)[N+](=O)[O-] (N-(2-amino-5-nitrobenzoyl)-2-methyl-4-methoxyaniline), FCC(=O)Cl (fluoroacetyl chloride). Yield: 86.9%. The reactants are [Cr](=O)(=O)([O-])Cl.[NH+]1=CC=CC=C1 (pyridinium chlorochromate), C1(CC1)C(C=C)(O)C1=CC=C(C=C1)Cl (1-cyclopropyl-1-(4-chlorophenyl)-2-propen-1-ol). Run in C(Cl)Cl (methylene chloride), C(Cl)Cl (methylene chloride). Conditions: time 2 hour. Yields the product C1(CC1)C(=CC=O)C1=CC=C(C=C1)Cl (3-cyclopropyl-3-(4-chlorophenyl)propenal). Yield: 34.3%. RXN SMILES: [Cr](Cl)([O-])(=O)=[O:2].[NH+]1C=CC=CC=1.[CH:12]1([C:15]([C:19]2[CH:24]=[CH:23][C:22]([Cl:25])=[CH:21][CH:20]=2)(O)[CH:16]=[CH2:17])[CH2:14][CH2:13]1>C(Cl)Cl>[CH:12]1([C:15]([C:19]2[CH:24]=[CH:23][C:22]([Cl:25])=[CH:21][CH:20]=2)=[CH:16][CH:17]=[O:2])[CH2:14][CH2:13]1 |f:0.1|. Procedure details: To a stirred solution of 51.3 grams (0.192 mole) of pyridinium chlorochromate in 210 mL of methylene chloride was added in one portion a solution of 20.0 grams (0.096 mole) of 1-cyclopropyl-1-(4-chlorophenyl)-2-propen-1-ol in 25 mL of methylene chloride. Upon completion of addition the reaction mixture was stirred at ambient temperature for two hours. The supernatent liquid was decanted from a residue, and the residue was extracted with diethyl ether. The decantate and the extract were combined ... The reactants are N1C(CCC1)=O (2-pyrrolidone), [Na] (sodium), C1(=CC=CC=C1)C (toluene), BrCCCCl (1-Bromo-3-chloropropane). Conditions: temperature 120 celsius, time 7 hour. Yields the product ClCCCN1C(CCCC1)=O (1-chloro-3-[2-oxopiperidin-1-yl]propane). RXN SMILES: [NH:1]1[CH2:5][CH2:4][CH2:3][C:2]1=[O:6].[Na].Br[CH2:9][CH2:10][CH2:11][Cl:12].[C:13]1(C)C=CC=CC=1>>[Cl:12][CH2:11][CH2:10][CH2:9][N:1]1[CH2:5][CH2:4][CH2:3][CH2:13][C:2]1=[O:6] |^1:6|. Reported procedure: A mixture of 2-pyrrolidone (2 g, 23.0 mmol) and finely pulverized sodium metal (0.529 g, 23.0 mmol) in dry toluene (120 ml) was heated at 120° C. with vigrous stirring. 1-Bromo-3-chloropropane (3.97 g, 25.0 mmol) was added to the stirred reaction mixture after 6-7 hours and the heating at 120° C. was continued for 7 hours. The reaction mixture was filtered and toluene was removed under reduced pressure. The residue was distilled under reduced pressure to give the compound 3 (), B.P. 145° C./1 mm... Starting materials: ClCCCCBr, C1CCOC1, [Li]CCCC, CCOC(=O)C1CCC1, [Cl-], [NH4+]. The product is CCOC(=O)C1(CCCCCl)CCC1. Reaction SMILES: [Br:15][CH2:16][CH2:17][CH2:18][CH2:19][Cl:20].[CH2:23]1[O:24][CH2:25][CH2:26][CH2:27]1.[CH3:1][CH2:2][CH2:3][CH2:4][Li:5].[CH:6]1([C:10](=[O:11])[O:12][CH2:13][CH3:14])[CH2:7][CH2:8][CH2:9]1.[Cl-:21].[NH4+:22]>>[C:6]1([C:10](=[O:11])[O:12][CH2:13][CH3:14])([CH2:16][CH2:17][CH2:18][CH2:19][Cl:20])[CH2:7][CH2:8][CH2:9]1. The reactants are BrC1=CC=C2C=CC(=NC2=N1)N1C(C2=CC=CC=C2C1O)=O (2-(7-bromo-1,8-naphthyridin-2-yl)-3-hydroxy-isoindolin-1-one), ice water, C([O-])(O)=O.[Na+] (sodium bicarbonate), [H-].[Na+] (sodium hydride), ClC(=O)N1CCN(CC1)C (1-chlorocarbonyl-4-methylpiperazine), C(C(=O)O)(=O)O (oxalic acid). Run in C(C)O (ethanol), CN(C=O)C (dimethylformamide), C(Cl)Cl (methylene chloride), CN(C=O)C (dimethylformamide), C(C)O (ethanol). Conditions: temperature 26 celsius, time 18 hour. Yields the product BrC1=CC=C2C=CC(=NC2=N1)N1C(C2=CC=CC=C2C1OC(=O)N1CCN(CC1)C)=O (2-(7-Bromo-1,8-naphthyridin-2-yl)-3-(4-methylpiperazin-1yl)carbonyloxy-isoindolin-1-one). Yield: 8.3%. Reaction SMILES: [Br:1][C:2]1[N:11]=[C:10]2[C:5]([CH:6]=[CH:7][C:8]([N:12]3[CH:20]([OH:21])[C:19]4[C:14](=[CH:15][CH:16]=[CH:17][CH:18]=4)[C:13]3=[O:22])=[N:9]2)=[CH:4][CH:3]=1.[H-].[Na+].Cl[C:26]([N:28]1[CH2:33][CH2:32][N:31]([CH3:34])[CH2:30][CH2:29]1)=[O:27].C(O)(=O)C(O)=O.C(=O)(O)[O-].[Na+]>CN(C)C=O.C(O)C.C(Cl)Cl>[Br:1][C:2]1[N:11]=[C:10]2[C:5]([CH:6]=[CH:7][C:8]([N:12]3[CH:20]([O:21][C:26]([N:28]4[CH2:33][CH2:32][N:31]([CH3:34])[CH2:30][CH2:29]4)=[O:27])[C:19]4[C:14](=[CH:15][CH:16]=[CH:17][CH:18]=4)[C:13]3=[O:22])=[N:9]2)=[CH:4][CH:3]=1 |f:1.2,5.6|. Procedure: The procedure described in Example 4 is followed but starting with 2-(7-bromo-1,8-naphthyridin-2-yl)-3-hydroxy-isoindolin-1-one (8 g.) in anhydrous dimethylformamide (240 cc.), sodium hydride (50% dispersion in mineral oil) (1.2 g.) and 1-chlorocarbonyl-4-methylpiperazine (4.1 g.) in anhydrous dimethylformamide (40 cc.). After stirring at 26° C. for 18 hours, the reaction mixture is poured into ice-water (1,500 cc.). The insoluble matter (7.3 g.) is filtered off and dissolved in a mixture (73 cc... Reactants: CO, CC(C)C(CC=CC(=O)NCCc1ccccc1)CC(O)C(CC1CCCCC1)NC(=O)C(Cc1c[nH]cn1)NC(=O)C(Cc1ccccc1)NC(=O)OC(C)(C)C. The product is CC(C)C(CCCC(=O)NCCc1ccccc1)CC(O)C(CC1CCCCC1)NC(=O)C(Cc1c[nH]cn1)NC(=O)C(Cc1ccccc1)NC(=O)OC(C)(C)C. Reaction SMILES: [CH3:59][OH:60].[CH:1]1([CH2:7][CH:8]([CH:9]([CH2:10][CH:11]([CH2:12][CH:13]=[CH:14][C:15]([NH:16][CH2:17][CH2:18][c:19]2[cH:20][cH:21][cH:22][cH:23][cH:24]2)=[O:25])[CH:26]([CH3:27])[CH3:28])[OH:29])[NH:30][C:31](=[O:32])[CH:33]([CH2:34][c:35]2[n:36][cH:37][nH:38][cH:39]2)[NH:40][C:41](=[O:42])[CH:43]([CH2:44][c:45]2[cH:46][cH:47][cH:48][cH:49][cH:50]2)[NH:51][C:52]([O:53][C:54]([CH3:55])([CH3:56])[CH3:57])=[O:58])[CH2:2][CH2:3][CH2:4][CH2:5][CH2:6]1>>[CH:1]1([CH2:7][CH:8]([CH:9]([CH2:10][CH:11]([CH2:12][CH2:13][CH2:14][C:15]([NH:16][CH2:17][CH2:18][c:19]2[cH:20][cH:21][cH:22][cH:23][cH:24]2)=[O:25])[CH:26]([CH3:27])[CH3:28])[OH:29])[NH:30][C:31](=[O:32])[CH:33]([CH2:34][c:35]2[n:36][cH:37][nH:38][cH:39]2)[NH:40][C:41](=[O:42])[CH:43]([CH2:44][c:45]2[cH:46][cH:47][cH:48][cH:49][cH:50]2)[NH:51][C:52]([O:53][C:54]([CH3:55])([CH3:56])[CH3:57])=[O:58])[CH2:2][CH2:3][CH2:4][CH2:5][CH2:6]1.